This data is from the Open Reaction Database (ORD), a public repository of structured organic reaction records. The task is: describe an organic reaction: reactants, conditions, products, and yield The reactants are C[C@@H]1N(CCOC1)C(=O)[C@@H]1N(CCN(C1)C(=O)OC(C)(C)C)C(=O)OC(C)(C)C (di-tert-butyl (2R)-2-(((3S)-3-methyl-4-morpholinyl)carbonyl)-1,4-piperazinedicarboxylate), B.C1CCOC1 (BH3.THF), C1CCOC1 (THF), B.C1CCOC1 (BH3.THF). Run in CO (MeOH). Conditions: temperature 50 celsius, time 15 hour. Yields the product C[C@@H]1N(CCOC1)C[C@@H]1N(CCN(C1)C(=O)OC(C)(C)C)C(=O)OC(C)(C)C (di-tert-butyl (2S)-2-(((3S)-3-methyl-4-morpholinyl)methyl)-1,4-piperazinedicarboxylate). Isolated yield 101.4%. Reaction SMILES: [CH3:1][C@H:2]1[CH2:7][O:6][CH2:5][CH2:4][N:3]1[C:8]([C@H:10]1[CH2:15][N:14]([C:16]([O:18][C:19]([CH3:22])([CH3:21])[CH3:20])=[O:17])[CH2:13][CH2:12][N:11]1[C:23]([O:25][C:26]([CH3:29])([CH3:28])[CH3:27])=[O:24])=O.B.C1COCC1.C1COCC1>CO>[CH3:1][C@H:2]1[CH2:7][O:6][CH2:5][CH2:4][N:3]1[CH2:8][C@H:10]1[CH2:15][N:14]([C:16]([O:18][C:19]([CH3:20])([CH3:21])[CH3:22])=[O:17])[CH2:13][CH2:12][N:11]1[C:23]([O:25][C:26]([CH3:27])([CH3:29])[CH3:28])=[O:24] |f:1.2|. Reported procedure: A 250-mL round-bottomed flask was charged with di-tert-butyl (2R)-2-(((3S)-3-methyl-4-morpholinyl)carbonyl)-1,4-piperazinedicarboxylate (2.55 g, 6.17 mmol, step 1), BH3.THF (1.0 M in THF, 19.0 mL, 19.0 mmol, Sigma-Aldrich, St. Louis, Mo.) and THF (100 mL). The mixture was stirred at 50° C. for 15 h. The mixture was allowed to cool to room temperature and then additional BH3.THF complex (1.0 M in THF, 5.0 mL, 5.0 mmol) was added. The reaction mixture was heated at 50° C. for 1 h. The mixture was ... As a reaction SMILES: [C:1]1([C:7]2[CH:12]=[CH:11][C:10]([C:13]3[CH:14]=[C:15]([C:19]4[C:20]5[C:25]([C:26](Br)=[C:27]6[C:32]=4[CH:31]=[CH:30][CH:29]=[CH:28]6)=[CH:24][CH:23]=[CH:22][CH:21]=5)[CH:16]=[CH:17][CH:18]=3)=[CH:9][CH:8]=2)[CH:6]=[CH:5][CH:4]=[CH:3][CH:2]=1.[C:34]1([C:40]([C:52]2[CH:57]=[CH:56][CH:55]=[CH:54][CH:53]=2)=[CH:41][C:42]2[CH:47]=[CH:46][C:45](OB(O)O)=[CH:44][CH:43]=2)[CH:39]=[CH:38][CH:37]=[CH:36][CH:35]=1.C(=O)([O-])[O-].[Na+].[Na+]>C1(C)C=CC=CC=1.C1C=CC([P]([Pd]([P](C2C=CC=CC=2)(C2C=CC=CC=2)C2C=CC=CC=2)([P](C2C=CC=CC=2)(C2C=CC=CC=2)C2C=CC=CC=2)[P](C2C=CC=CC=2)(C2C=CC=CC=2)C2C=CC=CC=2)(C2C=CC=CC=2)C2C=CC=CC=2)=CC=1>[C:1]1([C:7]2[CH:12]=[CH:11][C:10]([C:13]3[CH:14]=[C:15]([C:19]4[C:20]5[C:25]([C:26]([C:45]6[CH:46]=[CH:47][C:42]([CH:41]=[C:40]([C:52]7[CH:57]=[CH:56][CH:55]=[CH:54][CH:53]=7)[C:34]7[CH:35]=[CH:36][CH:37]=[CH:38][CH:39]=7)=[CH:43][CH:44]=6)=[C:27]6[C:32]=4[CH:31]=[CH:30][CH:29]=[CH:28]6)=[CH:24][CH:23]=[CH:22][CH:21]=5)[CH:16]=[CH:17][CH:18]=3)=[CH:9][CH:8]=2)[CH:6]=[CH:5][CH:4]=[CH:3][CH:2]=1 |f:2.3.4,^1:74,76,95,114|. Solvent: C1(=CC=CC=C1)C (toluene), C1(=CC=CC=C1)C (toluene). The reagents and catalysts are C=1C=CC(=CC1)[P](C=2C=CC=CC2)(C=3C=CC=CC3)[Pd]([P](C=4C=CC=CC4)(C=5C=CC=CC5)C=6C=CC=CC6)([P](C=7C=CC=CC7)(C=8C=CC=CC8)C=9C=CC=CC9)[P](C=1C=CC=CC1)(C=1C=CC=CC1)C=1C=CC=CC1 (tetrakis(triphenylphosphine)palladium(0)). Reported procedure: Under an atmosphere of argon, 9-(3-(4-phenylphenyl)phenyl)-10-bromoanthracene (3.0 g, 6.2 mmole), 4-(2,2-diphenylvinyl)phenylboric acid (2.0 g, 6.7 mmole, 1.1 eq) and tetrakis(triphenylphosphine)palladium(0) (0.14 g, 0.12 mmole, 2% Pd) were suspended in toluene (20 ml). To the obtained suspension, a 2M aqueous solution of sodium carbonate (2.1 g, 20 mmole, 3 eq/10 ml) was added, and the resultant mixture was refluxed for 10 hours. The reaction mixture was filtered and washed with water and metha... Starting materials: C1(=CC=CC=C1)C1=CC=C(C=C1)C=1C=C(C=CC1)C=1C2=CC=CC=C2C(=C2C=CC=CC12)Br (9-(3-(4-phenylphenyl)phenyl)-10-bromoanthracene), resultant mixture, C1(=CC=CC=C1)C(=CC1=CC=C(C=C1)OB(O)O)C1=CC=CC=C1 (4-(2,2-diphenylvinyl)phenylboric acid), aqueous solution, C([O-])([O-])=O.[Na+].[Na+] (sodium carbonate). The yield is 73.0%. Product: C1(=CC=CC=C1)C1=CC=C(C=C1)C=1C=C(C=CC1)C=1C2=CC=CC=C2C(=C2C=CC=CC12)C1=CC=C(C=C1)C=C(C1=CC=CC=C1)C1=CC=CC=C1 (9-(3-(4-phenylphenyl)phenyl)-10-(4-(2,2-diphenylvinyl)phenyl)anthracene). The reactants are Cl.NCC(=O)C1=CC=CC=C1 (2-aminoacetophenone hydrochloride), N1=CC=CC=C1 (pyridine), N#CC#N (cyanogen). Run in CN(C=O)C (N,N-dimethylformamide). Reaction conditions: temperature -50 celsius, time 1 hour. Product: C(#N)C=1NC=C(N1)C1=CC=CC=C1 (2-cyano-4-phenylimidazole). Yield: 34.3%. RXN SMILES: Cl.[NH2:2][CH2:3][C:4]([C:6]1[CH:11]=[CH:10][CH:9]=[CH:8][CH:7]=1)=O.N1C=CC=CC=1.[N:18]#[C:19][C:20]#[N:21]>CN(C)C=O>[C:19]([C:20]1[NH:2][CH:3]=[C:4]([C:6]2[CH:11]=[CH:10][CH:9]=[CH:8][CH:7]=2)[N:21]=1)#[N:18] |f:0.1|. Procedure details: 0.85 g (5 mmol) of 2-aminoacetophenone hydrochloride and 1.98 g (25 mmol) of pyridine were dissolved in 30 ml of N,N-dimethylformamide in a four-necked flask equipped with a dry ice condenser. The solution was then cooled to a temperature of -50° C. To the solution was then added about 0.5 g (9.6 mmol) of cyanogen which had been cooled and solidified at a temperature of -50° C. The solution was heated at a temperature of 60° C. for 1 hour, and at a temperature of 80° C. for 1 hour. The reaction ...